This data is from the Open Reaction Database (ORD), a public repository of structured organic reaction records. The task is: describe an organic reaction: reactants, conditions, products, and yield Starting materials: O=C(O)C(Cc1ccccc1)c1c[nH]c2ccccc12, CCCCCCC, CO, O=S(=O)(O)O. Product: COC(=O)C(Cc1ccccc1)c1c[nH]c2ccccc12. RXN SMILES: [CH2:1]([c:2]1[cH:3][cH:4][cH:5][cH:6][cH:7]1)[CH:8]([C:9](=[O:10])[OH:11])[c:12]1[cH:13][nH:14][c:15]2[cH:16][cH:17][cH:18][cH:19][c:20]12.[CH3:26][CH2:27][CH2:28][CH2:29][CH2:30][CH2:31][CH3:32].[CH3:33][OH:34].[S:21](=[O:22])(=[O:23])([OH:24])[OH:25]>>[CH2:1]([c:2]1[cH:3][cH:4][cH:5][cH:6][cH:7]1)[CH:8]([C:9](=[O:10])[O:11][CH3:26])[c:12]1[cH:13][nH:14][c:15]2[cH:16][cH:17][cH:18][cH:19][c:20]12.